This data is from the Open Reaction Database (ORD), a public repository of structured organic reaction records. The task is: describe an organic reaction: reactants, conditions, products, and yield Conditions: time 2.5 hour. Procedure details: 3-Hexyl-4,5-dimethoxybenzoic acid methyl ester was prepared from 3-hex-3-enyl-4,5-dimethoxybenzoic acid methyl ester by following Method H using EtOAc as a solvent. The reaction was conducted for 2.5 h under hydrogen atmosphere. The product obtained in quantitative yield was used without further purification. Product: COC(C1=CC(=C(C(=C1)OC)OC)CCCCCC)=O (3-Hexyl-4,5-dimethoxybenzoic acid methyl ester). Reactants: COC(C1=CC(=C(C(=C1)OC)OC)CCC=CCC)=O (3-hex-3-enyl-4,5-dimethoxybenzoic acid methyl ester). Reaction SMILES: [CH3:1][O:2][C:3](=[O:20])[C:4]1[CH:9]=[C:8]([O:10][CH3:11])[C:7]([O:12][CH3:13])=[C:6]([CH2:14][CH2:15][CH:16]=[CH:17][CH2:18][CH3:19])[CH:5]=1>CCOC(C)=O>[CH3:1][O:2][C:3](=[O:20])[C:4]1[CH:9]=[C:8]([O:10][CH3:11])[C:7]([O:12][CH3:13])=[C:6]([CH2:14][CH2:15][CH2:16][CH2:17][CH2:18][CH3:19])[CH:5]=1. Run in CCOC(=O)C (EtOAc). Reactants: C(CC(O)(C(=O)O)CC(=O)O)(=O)O (citric acid), (syn)-5-chloro-N-(2-oxobicyclo[2.2.1]hept-7-yl)thiophene-2-sulfonamide, CC(C)([O-])C.[K+] (potassium tert-butoxide). The reagents and catalysts are [Br-].C[P+](C1=CC=CC=C1)(C1=CC=CC=C1)C1=CC=CC=C1 (methyl(triphenylphosphonium) bromide). Solvent: C1(=CC=CC=C1)C (toluene). Conditions: time 4 hour. Product: CCOC(=O)C.CCCC(C)C (EtOAc isohexane), title compound. Yield: 28.0%. Reaction SMILES: [CH3:1][C:2]([CH3:5])([O-])[CH3:3].[K+].[C:7](O)(=O)[CH2:8]C([CH2:14][C:15]([OH:17])=[O:16])(C(O)=O)O>[Br-].C[P+](C1C=CC=CC=1)(C1C=CC=CC=1)C1C=CC=CC=1.C1(C)C=CC=CC=1>[CH3:1][CH2:2][O:17][C:15]([CH3:14])=[O:16].[CH3:7][CH2:8][CH2:1][CH:2]([CH3:5])[CH3:3] |f:0.1,3.4,6.7|. Reported procedure: A mixture of (syn)-5-chloro-N-(2-oxobicyclo[2.2.1]hept-7-yl)thiophene-2-sulfonamide (0.100 g, 0.313 mmol), methyl(triphenylphosphonium) bromide (0.125 g, 0.35 mmol) and potassium tert-butoxide (1M in THF, 1.0 mL) in dry toluene (2 mL) was reluxed under N2 for 4 h. The mixture was cooled, diluted with 1M citric acid (15 mL) and extracted with EtOAc (2×15 mL). The extracts were dried (Na2SO4), filtered and concentrated. Flash column chromatography, eluting with 10% then 20% EtOAc-isohexane, gave t... Reactants: C(C)C=1SC=C(N1)\C=C\C=1C(=NN(C1)C1=CC=CC=C1)OCOC (2-ethyl-4-{(E)-2-[3-(methoxymethoxy)-1-phenyl-1H-pyrazol-4-yl]ethenyl}-1,3-thiazole), Cl (hydrochloric acid). Run in CO (methanol). Run at temperature 50 celsius, time 1 hour. Yields the product C(C)C=1SC=C(N1)/C=C/C=1C(=NN(C1)C1=CC=CC=C1)O (4-[(E)-2-(2-ethyl-1,3-thiazol-4-yl)ethenyl]-1-phenyl-1H-pyrazol-3-ol). Yield: 106.9%. RXN SMILES: [CH2:1]([C:3]1[S:4][CH:5]=[C:6](/[CH:8]=[CH:9]/[C:10]2[C:11]([O:21]COC)=[N:12][N:13]([C:15]3[CH:20]=[CH:19][CH:18]=[CH:17][CH:16]=3)[CH:14]=2)[N:7]=1)[CH3:2].Cl>CO>[CH2:1]([C:3]1[S:4][CH:5]=[C:6](/[CH:8]=[CH:9]/[C:10]2[C:11]([OH:21])=[N:12][N:13]([C:15]3[CH:20]=[CH:19][CH:18]=[CH:17][CH:16]=3)[CH:14]=2)[N:7]=1)[CH3:2]. Reported procedure: To a solution of 2-ethyl-4-{(E)-2-[3-(methoxymethoxy)-1-phenyl-1H-pyrazol-4-yl]ethenyl}-1,3-thiazole (4.49 g) in methanol (50 mL) was added concentrated hydrochloric acid (2.17 mL) at room temperature, and the mixture was stirred at 50° C. for 1 hr. The reaction mixture was evaporated under reduced pressure and the residue was washed with ethyl acetate-diethyl ether to give 4-[(E)-2-(2-ethyl-1,3-thiazol-4-yl)ethenyl]-1-phenyl-1H-pyrazol-3-ol (4.18 g, yield 95%) as orange crystals. hydrochloride.... Reactants: ( i ), C=CCC1(C(=O)NC(=O)NC1=O)CC=C (allobarbital), COC(CCC\C=C/1\C[C@H]2[C@H](C[C@H]([C@@H]2\C=C\[C@H](CCCCCCl)O)O)O1)=O ((5Z,13E)-(9α,11α,15S)-6,9-epoxy-11,15-dihydroxy-20-chloroprosta-5,13-dienoic acid methyl ester). Yields the product COC(CCC\C=C/1\C[C@H]2[C@H](C[C@H]([C@@H]2\C=C\[C@H](C(CCCCCl)C)O)O)O1)=O ((5Z,13E)-(9α,11α,15S,16RS)-6,9-epoxy-11,15-dihydroxy-16-methyl-20-chloroprosta-5,13-dienoic acid methyl ester). RXN SMILES: [CH2:1]=CCC1(CC=C)C(=O)NC(=O)NC1=O.[CH3:16][O:17][C:18](=[O:42])[CH2:19][CH2:20][CH2:21]/[CH:22]=[C:23]1/[CH2:24][C@@H:25]2[C@@H:29](/[CH:30]=[CH:31]/[C@@H:32]([OH:39])[CH2:33][CH2:34][CH2:35][CH2:36][CH2:37][Cl:38])[C@H:28]([OH:40])[CH2:27][C@@H:26]2[O:41]/1>>[CH3:16][O:17][C:18](=[O:42])[CH2:19][CH2:20][CH2:21]/[CH:22]=[C:23]1/[CH2:24][C@@H:25]2[C@@H:29](/[CH:30]=[CH:31]/[C@@H:32]([OH:39])[CH:33]([CH3:1])[CH2:34][CH2:35][CH2:36][CH2:37][Cl:38])[C@H:28]([OH:40])[CH2:27][C@@H:26]2[O:41]/1. Procedure details: For example, in standard laboratory tests, (i) by intravenous administration to the allobarbital anaesthetized dog, (5Z,13E)-(9α,11α,15S)-6,9-epoxy-11,15-dihydroxy-20-chloroprosta-5,13-dienoic acid methyl ester produces a fall in blood pressure of 14 mmHg and 34 mmHg lasting 4 and 5 minutes at the doses of 0.1 and 0.2 μg/kg animal body weight, respectively, (5Z,13E)-(9α,11α,15S,16RS)-6,9-epoxy-11,15-dihydroxy-16-methyl-20-chloroprosta-5,13-dienoic acid methyl ester produces a fall in blood press... Reactants: CC(C)=O, COc1ccc(Cn2ccc3nc(-c4ccc(Cl)cc4)sc3c2=O)c(OC)c1, [Na+], O=C([O-])O, O, O=C(O)C(F)(F)F. Yields the product O=c1[nH]ccc2nc(-c3ccc(Cl)cc3)sc12. RXN SMILES: [CH3:35][C:36](=[O:37])[CH3:38].[Cl:1][c:2]1[cH:3][cH:4][c:5](-[c:8]2[s:9][c:10]3[c:11](=[O:28])[n:12]([CH2:17][c:18]4[cH:19][cH:20][c:21]([O:22][CH3:23])[cH:24][c:25]4[O:26][CH3:27])[cH:13][cH:14][c:15]3[n:16]2)[cH:6][cH:7]1.[Na+:34].[O-:30][C:31]([OH:32])=[O:33].[OH2:29].[OH:39][C:40]([C:41]([F:42])([F:43])[F:44])=[O:45]>>[Cl:1][c:2]1[cH:3][cH:4][c:5](-[c:8]2[s:9][c:10]3[c:11](=[O:28])[nH:12][cH:13][cH:14][c:15]3[n:16]2)[cH:6][cH:7]1.